This data is from the Open Reaction Database (ORD), a public repository of structured organic reaction records. The task is: describe an organic reaction: reactants, conditions, products, and yield Starting materials: CCOC(=O)C(=C(Cl)Cl)c1ccc(C(F)(F)F)cc1, Cl, [Li+], C1CCOC1, [OH-], O. Yields the product O=C(O)C(=C(Cl)Cl)c1ccc(C(F)(F)F)cc1. As a reaction SMILES: [CH2:1]([CH3:2])[O:3][C:4]([C:5](=[C:6]([Cl:7])[Cl:8])[c:9]1[cH:10][cH:11][c:12]([C:15]([F:16])([F:17])[F:18])[cH:13][cH:14]1)=[O:19].[ClH:27].[Li+:25].[O:20]1[CH2:21][CH2:22][CH2:23][CH2:24]1.[OH-:26].[OH2:28]>>[O:3]=[C:4]([C:5](=[C:6]([Cl:7])[Cl:8])[c:9]1[cH:10][cH:11][c:12]([C:15]([F:16])([F:17])[F:18])[cH:13][cH:14]1)[OH:19]. Reactants: CC(=O)C (acetone), OC1=C2CCC(NC2=C(C=C1)O)=O (5,8-dihydroxy-3,4-dihydrocarbostyril), C([O-])([O-])=O.[K+].[K+] (potassium carbonate), C(C#C)Br (2-propynyl bromide). The solvent is O (water). As a reaction SMILES: [CH3:1][C:2]([CH3:4])=O.[OH:5][C:6]1[CH:15]=[CH:14][C:13]([OH:16])=[C:12]2[C:7]=1[CH2:8][CH2:9][C:10](=[O:17])[NH:11]2.C(=O)([O-])[O-].[K+].[K+].C(Br)C#C>O>[CH2:4]([O:16][C:13]1[CH:14]=[CH:15][C:6]([OH:5])=[C:7]2[C:12]=1[NH:11][C:10](=[O:17])[CH2:9][CH2:8]2)[C:2]#[CH:1] |f:2.3.4|. Product: C(C#C)OC=1C=CC(=C2CCC(NC12)=O)O (8-(2-propynyloxy)-5-hydroxy-3,4-dihydrocarbostyril). Procedure details: 2 liters of acetone and 500 ml of water were added to 150 g of 5,8-dihydroxy-3,4-dihydrocarbostyril, and 138 g of potassium carbonate and 150 g of 2-propynyl bromide were further added thereto. The resulting mixture was heated while refluxing for 3 hours on a water bath. After completion of the reaction, the acetone and the 2-propynyl bromide were evaporated under reduced pressure, and the residue was made acidic with concentrated hydrochloric acid. The mixture was extracted with chloroform, and... Starting materials: COC1=CC=C(C(=O)N[C@@H](CN=[N+]=[N-])C2=CC=CC=C2)C=C1 ((R)-2-(4-methoxybenzoylamino)-2-phenylethyl azide). Solvent: C1CCOC1 (THF). Product: COC1=CC=C(C(=O)N[C@@H](CN)C2=CC=CC=C2)C=C1 ((R)-2-(4-Methoxybenzoylamino)-2-phenylethylamine). RXN SMILES: [CH3:1][O:2][C:3]1[CH:22]=[CH:21][C:6]([C:7]([NH:9][C@H:10]([C:15]2[CH:20]=[CH:19][CH:18]=[CH:17][CH:16]=2)[CH2:11][N:12]=[N+]=[N-])=[O:8])=[CH:5][CH:4]=1>C1COCC1>[CH3:1][O:2][C:3]1[CH:22]=[CH:21][C:6]([C:7]([NH:9][C@H:10]([C:15]2[CH:16]=[CH:17][CH:18]=[CH:19][CH:20]=2)[CH2:11][NH2:12])=[O:8])=[CH:5][CH:4]=1. Procedure: Using Deprotection Method A, (R)-2-(4-methoxybenzoylamino)-2-phenylethyl azide (46.3 g) in THF (400 mL) afforded, after recrystallization with ethyl acetate, 35.4 g (84%) of the title compound. Starting materials: S(=O)(Cl)Cl (thionyl chloride), CC(=CC(=O)O)\C=C/CC(CCCC(C)C)C (cis 3,7,11-trimethyldodeca-2,4-dienoic acid), C(C)(C)(C)O (t-butyl alcohol). Yields the product CC(=CC(=O)OC(C)(C)C)\C=C/CC(CCCC(C)C)C (cis t-butyl 3,7,11-trimethyldodeca-2,4-dienoate). Reaction SMILES: S(Cl)(Cl)=O.[CH3:5][C:6](/[CH:11]=[CH:12]\[CH2:13][CH:14]([CH3:21])[CH2:15][CH2:16][CH2:17][CH:18]([CH3:20])[CH3:19])=[CH:7][C:8]([OH:10])=[O:9].[C:22](O)([CH3:25])([CH3:24])[CH3:23]>>[CH3:5][C:6](/[CH:11]=[CH:12]\[CH2:13][CH:14]([CH3:21])[CH2:15][CH2:16][CH2:17][CH:18]([CH3:20])[CH3:19])=[CH:7][C:8]([O:10][C:22]([CH3:25])([CH3:24])[CH3:23])=[O:9]. Procedure details: One gram of thionyl chloride is added with stirring at room temperature to 0.5 g. of trans/cis 3,7,11-trimethyldodeca-2,4-dienoic acid and the mixture heated at about 50° for 10 minutes. Excess thionyl chloride is removed by evaporation and then t-butyl alcohol (about 2 equivalents) is added and the mixture heated at about 50° for about 5 minutes. Excess t-butyl alcohol is removed by evaporation to yield trans/cis t-butyl 3,7,11-trimethyldodeca-2,4-dienoate which is purified by chromatography. Starting materials: ClC=1C=C2C(=NC=NC2=CC1C(=O)N1CC=CC1)N[C@@H](CCNC(=O)OCC1=CC=CC=C1)C1=NC2=C(N1)C=CC(=C2)Cl (6-chloro-4-[(1S)-3-(benzyloxycarbonyl-amino)-1-(5-chloro-1H-benzimidazol-2-yl)-propyl-amino]-7-(2,5-dihydropyrrol-1-yl-carbonyl)-quinazoline), C[Si](C)(C)I (trimethylsilyl iodide). Product: ClC=1C=C2C(=NC=NC2=CC1C(=O)N1CC=CC1)N[C@@H](CCN)C1=NC2=C(N1)C=CC(=C2)Cl (6-chloro-4-[(1S)-1-(5-chloro-1H-benzimidazol-2-yl)-3-amino-propyl-amino]-7-(2,5-dihydropyrrol-1-yl-carbonyl)-quinazoline). As a reaction SMILES: [Cl:1][C:2]1[CH:3]=[C:4]2[C:9](=[CH:10][C:11]=1[C:12]([N:14]1[CH2:18][CH:17]=[CH:16][CH2:15]1)=[O:13])[N:8]=[CH:7][N:6]=[C:5]2[NH:19][C@H:20]([C:34]1[NH:38][C:37]2[CH:39]=[CH:40][C:41]([Cl:43])=[CH:42][C:36]=2[N:35]=1)[CH2:21][CH2:22][NH:23]C(OCC1C=CC=CC=1)=O.C[Si](I)(C)C>>[Cl:1][C:2]1[CH:3]=[C:4]2[C:9](=[CH:10][C:11]=1[C:12]([N:14]1[CH2:18][CH:17]=[CH:16][CH2:15]1)=[O:13])[N:8]=[CH:7][N:6]=[C:5]2[NH:19][C@H:20]([C:34]1[NH:38][C:37]2[CH:39]=[CH:40][C:41]([Cl:43])=[CH:42][C:36]=2[N:35]=1)[CH2:21][CH2:22][NH2:23]. Procedure: Prepared analogously to Example 15c from 6-chloro-4-[(1S)-3-(benzyloxycarbonyl-amino)-1-(5-chloro-1H-benzimidazol-2-yl)-propyl-amino]-7-(2,5-dihydropyrrol-1-yl-carbonyl)-quinazoline and trimethylsilyl iodide. Reactants: C1(=CC=CC=C1)C (Toluene), FC(C(=O)N1C(O[C@@H]([C@H]1CF)C1=CC=C(C=C1)C1=CN=C(S1)C(C)NS(=O)C(C)(C)C)(C)C)F (N-(1-(5-(4-((4S,5R)-3-(2,2-difluoroacetyl)-4-(fluoromethyl)-2,2-dimethyloxazolidin-5-yl)phenyl)thiazol-2-yl)ethyl)-2-methylpropane-2-sulfinamide), FC(C(=O)O)(F)F (trifluoroacetic acid). Reagents/catalysts: O (water). Run in C(Cl)Cl (CH2Cl2). Run at time 1 hour. The product is NC(C)C=1SC(=CN1)C1=CC=C(C=C1)[C@H]([C@@H](CF)NC(C(F)F)=O)O (N-((1R,2S)-1-(4-(2-(1-aminoethyl)thiazol-5-yl)phenyl)-3-fluoro-1-hydroxypropan-2-yl)-2,2-difluoroacetamide). The yield is 41.5%. Reaction SMILES: [F:1][CH:2]([F:34])[C:3]([N:5]1[C@H:9]([CH2:10][F:11])[C@@H:8]([C:12]2[CH:17]=[CH:16][C:15]([C:18]3[S:22][C:21]([CH:23]([NH:25]S(C(C)(C)C)=O)[CH3:24])=[N:20][CH:19]=3)=[CH:14][CH:13]=2)[O:7]C1(C)C)=[O:4].FC(F)(F)C(O)=O.C1(C)C=CC=CC=1>C(Cl)Cl.O>[NH2:25][CH:23]([C:21]1[S:22][C:18]([C:15]2[CH:14]=[CH:13][C:12]([C@@H:8]([OH:7])[C@H:9]([NH:5][C:3](=[O:4])[CH:2]([F:34])[F:1])[CH2:10][F:11])=[CH:17][CH:16]=2)=[CH:19][N:20]=1)[CH3:24]. Procedure details: To a solution of N-(1-(5-(4-((4S,5R)-3-(2,2-difluoroacetyl)-4-(fluoromethyl)-2,2-dimethyloxazolidin-5-yl)phenyl)thiazol-2-yl)ethyl)-2-methylpropane-2-sulfinamide (315 mg, 0.6 mmol) in CH2Cl2 (25 mL) at 0° C. is added trifluoroacetic acid (5 mL) and 5 drops water. The reaction is allowed to warm to room temperature and stir for 1 hour. Toluene (20 mL) is added and contents are concentrated under vacuum. Toluene addition/concentration is repeated and contents are placed under high vacuum for 5 min...